From a dataset of the Open Reaction Database (ORD), a public repository of structured organic reaction records. describe an organic reaction: reactants, conditions, products, and yield Reactants: C(CC#C)O (3-butynol), C1(=CC=CC=C1)P(C1=CC=CC=C1)C1=CC=CC=C1 (triphenylphosphine), BrC1=CC=C(C=C1)F (4-bromofluorobenzene). The reagents and catalysts are C1=CC=C(C=C1)P(C2=CC=CC=C2)C3=CC=CC=C3.C1=CC=C(C=C1)P(C2=CC=CC=C2)C3=CC=CC=C3.Cl[Pd]Cl (bis(triphenylphosphine)-palladium(II)-chloride), [Cu](I)I (copper(II)iodide). Run in C(C)N(CC)CC (triethylamine). Reaction conditions: time 5 hour. The product is FC1=CC=C(C=C1)C#CCCO (4-(4-Fluorophenyl)-3-butynol). The yield is 86.0%. Reaction SMILES: C1(P(C2C=CC=CC=2)C2C=CC=CC=2)C=CC=CC=1.Br[C:21]1[CH:26]=[CH:25][C:24]([F:27])=[CH:23][CH:22]=1.[CH2:28]([OH:32])[CH2:29][C:30]#[CH:31]>C(N(CC)CC)C.C1C=CC(P(C2C=CC=CC=2)C2C=CC=CC=2)=CC=1.C1C=CC(P(C2C=CC=CC=2)C2C=CC=CC=2)=CC=1.Cl[Pd]Cl.[Cu](I)I>[F:27][C:24]1[CH:25]=[CH:26][C:21]([C:31]#[C:30][CH2:29][CH2:28][OH:32])=[CH:22][CH:23]=1 |f:4.5.6|. Procedure: 1 g of bis(triphenylphosphine)-palladium(II)-chloride, 3.8 g of copper(II)iodide and 8.7 g of triphenylphosphine were added in succession to a solution of 100 g of 4-bromofluorobenzene in 350 ml of triethylamine. This mixture was heated to the reflux temperature, after which 43.4 g of 3-butynol were added dropwise in the course of 20 minutes at this temperature (about 100° C.). Stirring was continued for a further 5 hours at this temperature. After cooling, the triethylamine was distilled off. T... Reactants: NC=1C2=CC=CC=C2N=C2CC(CC(C12)O)O (9-amino-1,2,3,4-tetrahydroacridin-1,3-diol), C(C=1C(N)=CC=CC1)#N (anthranilonitrile), diols, formula 15, 5-(phenyldialkylsilyl)-1,3-cyclohexanedione. The product is O=C1C=C(CCC1)C=1C(=C(C#N)C=CC1)N (3-(oxocyclohex-1-enyl)-2-aminobenzonitrile). Reaction SMILES: N[C:2]1[C:3]2[C:8]([N:9]=[C:10]3[C:15]=1C(O)[CH2:13][CH:12]([OH:17])[CH2:11]3)=[CH:7][CH:6]=[CH:5][CH:4]=2.C(#N)C1[C:20](=CC=CC=1)[NH2:21]>>[O:17]=[C:12]1[CH2:11][CH2:10][CH2:15][C:2]([C:3]2[C:8]([NH2:9])=[C:7]([CH:6]=[CH:5][CH:4]=2)[C:20]#[N:21])=[CH:13]1. Reported procedure: To gain entry into the 9-amino-1,2,3,4-tetrahydroacridin-1,3-diol series, i.e., to prepare diols of formula 15, an anthranilonitrile 10 is condensed with a 5-(phenyldialkylsilyl)-1,3-cyclohexanedione 11 to afford a 3-(oxocyclohex-1-enyl)-2-aminobenzonitrile 12, which is cyclized to a 9-amino-3-(phenyldialkylsilyl)acridinone 13 and, in turn, converted to a 9-amino-3-hydroxyacridinone 14 and reduced to a diol 15.